From a dataset of the Open Reaction Database (ORD), a public repository of structured organic reaction records. describe an organic reaction: reactants, conditions, products, and yield The reactants are CC=1C(=CC=2C(CCC(C2C1)(C)C)(C)C)O (3-methyl-5,6,7,8-tetrahydro-5,5,8,8-tetramethyl-2-naphthol), CN(C(=S)Cl)C (dimethylthio-carbamoylchloride), [H-].[Na+] (sodium hydride), O (water). Solvent: CN(C)C=O (DMF), CN(C)C=O (DMF), CN(C=O)C (dimethylformamide). The product is CN(C(=S)OC1=CC=2C(CCC(C2C=C1C)(C)C)(C)C)C (2-(N,N-dimethylthiocarbamoyloxy)-3-methyl-5,6,7,8-tetrahydro-5,5,8,8-tetramethyl naphthalene). RXN SMILES: [H-].[Na+].[CH3:3][C:4]1[C:5]([OH:18])=[CH:6][C:7]2[C:8]([CH3:17])([CH3:16])[CH2:9][CH2:10][C:11]([CH3:15])([CH3:14])[C:12]=2[CH:13]=1.[CH3:19][N:20]([CH3:24])[C:21](Cl)=[S:22].O>CN(C=O)C>[CH3:19][N:20]([CH3:24])[C:21]([O:18][C:5]1[C:4]([CH3:3])=[CH:13][C:12]2[C:11]([CH3:14])([CH3:15])[CH2:10][CH2:9][C:8]([CH3:17])([CH3:16])[C:7]=2[CH:6]=1)=[S:22] |f:0.1|. Reported procedure: In a round bottom flask there are introduced 1.7 g (57 mmoles) of sodium hydride (80% in oil) and 50 ml of dimethylformamide. There is slowly added a solution of 10.3 g (47 mmoles) of 3-methyl-5,6,7,8-tetrahydro-5,5,8,8-tetramethyl-2-naphthol in 100 ml of DMF and the reaction mixture is stirred until the cessation of gas evolvement. There are then added 8.1 g (66 mmoles) of dimethylthio-carbamoylchloride in 100 ml of DMF and the reaction mixture is stirred for 4 hours at ambient temperature. The... Starting materials: CO, [Na+], [OH-], O, O=C(NC(=O)c1ccccc1)NC1CCN(Cc2c[nH]c3ccccc23)CC1. The product is NC(=O)NC1CCN(Cc2c[nH]c3ccccc23)CC1. As a reaction SMILES: [CH3:32][OH:33].[Na+:30].[OH-:29].[OH2:31].[nH:1]1[cH:2][c:3]([CH2:10][N:11]2[CH2:12][CH2:13][CH:14]([NH:17][C:18](=[O:19])[NH:20][C:21](=[O:22])[c:23]3[cH:24][cH:25][cH:26][cH:27][cH:28]3)[CH2:15][CH2:16]2)[c:4]2[cH:5][cH:6][cH:7][cH:8][c:9]12>>[nH:1]1[cH:2][c:3]([CH2:10][N:11]2[CH2:12][CH2:13][CH:14]([NH:17][C:18](=[O:19])[NH2:20])[CH2:15][CH2:16]2)[c:4]2[cH:5][cH:6][cH:7][cH:8][c:9]12.